From a dataset of the Open Reaction Database (ORD), a public repository of structured organic reaction records. describe an organic reaction: reactants, conditions, products, and yield Reactants: CI (MeI), O (water), NC=1C(=NC(=C(N1)C1=CC=CC=C1)C1=CNC(C=C1)=O)C(=O)N (3-Amino-6-(6-oxo-1,6-dihydro-3-pyridyl)-5-phenyl-2-pyrazinecarboxamide), CCOC(=O)C (EtOAc). Run in CN(C)C=O (DMF), CC(C)(C)[O-].[K+] (t-BuOK), CN(C)C=O (DMF), CN(C)C=O (DMF). Run at temperature 25 celsius, time 2 hour. Product: NC=1C(=NC(=C(N1)C1=CC=CC=C1)C1=CN(C(C=C1)=O)C)C(=O)N (3-amino-6-(1-methyl-6-oxo-1,6-dihydro-3-pyridyl)-5-phenyl-2-pyrazinecarboxamide). As a reaction SMILES: [NH2:1][C:2]1[C:3]([C:21]([NH2:23])=[O:22])=[N:4][C:5]([C:14]2[CH:19]=[CH:18][C:17](=[O:20])[NH:16][CH:15]=2)=[C:6]([C:8]2[CH:13]=[CH:12][CH:11]=[CH:10][CH:9]=2)[N:7]=1.CI.[CH3:26]COC(C)=O.O>CN(C=O)C.CC([O-])(C)C.[K+]>[NH2:1][C:2]1[C:3]([C:21]([NH2:23])=[O:22])=[N:4][C:5]([C:14]2[CH:19]=[CH:18][C:17](=[O:20])[N:16]([CH3:26])[CH:15]=2)=[C:6]([C:8]2[CH:9]=[CH:10][CH:11]=[CH:12][CH:13]=2)[N:7]=1 |f:5.6|. Reported procedure: 3-Amino-6-(6-oxo-1,6-dihydro-3-pyridyl)-5-phenyl-2-pyrazinecarboxamide (61.4 mg) was dissolved in DMF (1 ml) To the solution were added 1M MeI solution in DMF (0.22 ml) and 0.1M t-BuOK solution in DMF (2.2 ml). The mixture was stirred at 20-30° C. for 2 hours. The reaction mixture was portioned EtOAc and water. The organic layer was separated. The aqueous layer was extracted with EtOAc. The combined organic solution was washed with brine and dried over MgSO4. Evaporation of solvent gave oily res... RXN SMILES: [CH3:1][O:2][C:3]1[CH:4]=[C:5]([CH3:13])[CH:6]=[C:7]([O:11][CH3:12])[C:8]=1[O:9][CH3:10].[Br:14][C:15]1[CH:16]=[CH:17][C:18]([O:25][CH3:26])=[C:19]([C:23]=1[Cl:24])[C:20](Cl)=[O:21].[Cl-].[Al+3].[Cl-].[Cl-].ClCCl>C(OCC)(=O)C.O>[Br:14][C:15]1[CH:16]=[CH:17][C:18]([O:25][CH3:26])=[C:19]([C:23]=1[Cl:24])[C:20]([C:4]1[C:5]([CH3:13])=[CH:6][C:7]([O:11][CH3:12])=[C:8]([O:9][CH3:10])[C:3]=1[O:2][CH3:1])=[O:21] |f:2.3.4.5|. Reactants: COC=1C=C(C=C(C1OC)OC)C (3,4,5-trimethoxytoluene), BrC=1C=CC(=C(C(=O)Cl)C1Cl)OC (5-Bromo-6-chloro-2-methoxybenzoyl chloride), [Cl-].[Al+3].[Cl-].[Cl-] (aluminium chloride), ClCCl (dichloromethane). Reported procedure: A mixture of 3,4,5-trimethoxytoluene (0.83 g; 4.6 mmol), 4C (4.6 mmol), aluminium chloride (0.62 g, 4.6 mmol) and dichloromethane (20 ml) is stirred at room temperature for 3 hours. A mixture of water and ethyl acetate (1:1 v/v; 50 ml) is then added. The organic phase is concentrated and the residue is crystallized from diisopropylether and recrystallized from methanol. The solid material is collected by vacuum filtration, washed with water and dried yielding yellow crystals, 0.7 g, (35.4% y) mp... Solvent: C(C)(=O)OCC (ethyl acetate), O (water). Reaction conditions: time 3 hour. Product: BrC=1C=CC(=C(C(=O)C2=C(C(=C(C=C2C)OC)OC)OC)C1Cl)OC (5-bromo-6-chloro-6'-methyl-2,2'3',4'-tetramethoxy-benzophenone). The reactants are COC(NCCC(C1=CC=CC=C1)C=1C=C2C=CNC2=CC1)=O ([3-(1H-indol-5-yl)-3-phenyl-propyl]-carbamic acid methylester), [H-].[H-].[H-].[H-].[Li+].[Al+3] (LiAlH4). Solvent: C1CCOC1 (THF). Reaction conditions: time 1 hour. Yields the product N1C=CC2=CC(=CC=C12)C(CCNC)C1=CC=CC=C1 ([3-(1H-Indol-5-yl)-3-phenyl-propyl]-methyl-amine). Yield: 91.0%. RXN SMILES: CO[C:3](=O)[NH:4][CH2:5][CH2:6][CH:7]([C:14]1[CH:15]=[C:16]2[C:20](=[CH:21][CH:22]=1)[NH:19][CH:18]=[CH:17]2)[C:8]1[CH:13]=[CH:12][CH:11]=[CH:10][CH:9]=1.[H-].[H-].[H-].[H-].[Li+].[Al+3]>C1COCC1>[NH:19]1[C:20]2[C:16](=[CH:15][C:14]([CH:7]([C:8]3[CH:9]=[CH:10][CH:11]=[CH:12][CH:13]=3)[CH2:6][CH2:5][NH:4][CH3:3])=[CH:22][CH:21]=2)[CH:17]=[CH:18]1 |f:1.2.3.4.5.6|. Procedure: To a solution of [3-(1H-indol-5-yl)-3-phenyl-propyl]-carbamic acid methylester X (0.52 g, 1.7 mmol) in THF (35 ml), LiAlH4 (321 mg, 8.4 mmol) was slowly added. The mixture was refluxed for 1.5 hours, cooled to room temperature, and quenched by slow addition of freshly ground Na2SO4.10H2O. The mixture was stirred at room temperature for 1 hour, filtered through celite with EtOAc. The filtrate was evaporated and purified via flash chromatography (DCM/MeOH/NH4OH) affording [3-(1H-indol-5-yl)-3-phen... Reactants: O=C([O-])O, Cc1ccccc1, [Na+], O=S(Cl)Cl, O=S(=O)(CCO)c1ccccc1, c1ccncc1. The product is C=CS(=O)(=O)c1ccccc1. As a reaction SMILES: [C:23](=[O:24])([OH:25])[O-:26].[CH3:28][c:29]1[cH:30][cH:31][cH:32][cH:33][cH:34]1.[Na+:27].[S:19]([Cl:20])([Cl:21])=[O:22].[c:1]1([S:7](=[O:8])(=[O:9])[CH2:10][CH2:11][OH:12])[cH:2][cH:3][cH:4][cH:5][cH:6]1.[cH:13]1[cH:14][cH:15][n:16][cH:17][cH:18]1>>[c:1]1([S:7](=[O:8])(=[O:9])[CH:10]=[CH2:11])[cH:2][cH:3][cH:4][cH:5][cH:6]1. The reactants are O=C(Cl)CBr, Cc1cc(Nc2nc(Nc3ccccc3S(=O)(=O)C(C)C)c3c(C)n[nH]c3n2)c(OC(C)C)cc1C1CCNCC1, ClCCl. The product is Cc1cc(Nc2nc(Nc3ccccc3S(=O)(=O)C(C)C)c3c(C)n[nH]c3n2)c(OC(C)C)cc1C1CCN(C(=O)CBr)CC1. Reaction SMILES: [Br:42][CH2:43][C:44](=[O:45])[Cl:46].[CH:1]([CH3:2])([CH3:3])[O:4][c:5]1[c:6]([NH:18][c:19]2[n:20][c:21]([NH:29][c:30]3[c:31]([S:36](=[O:37])(=[O:38])[CH:39]([CH3:40])[CH3:41])[cH:32][cH:33][cH:34][cH:35]3)[c:22]3[c:23]([n:24]2)[nH:25][n:26][c:27]3[CH3:28])[cH:7][c:8]([CH3:17])[c:9]([CH:11]2[CH2:12][CH2:13][NH:14][CH2:15][CH2:16]2)[cH:10]1.[Cl:47][CH2:48][Cl:49]>>[CH:1]([CH3:2])([CH3:3])[O:4][c:5]1[c:6]([NH:18][c:19]2[n:20][c:21]([NH:29][c:30]3[c:31]([S:36](=[O:37])(=[O:38])[CH:39]([CH3:40])[CH3:41])[cH:32][cH:33][cH:34][cH:35]3)[c:22]3[c:23]([n:24]2)[nH:25][n:26][c:27]3[CH3:28])[cH:7][c:8]([CH3:17])[c:9]([CH:11]2[CH2:12][CH2:13][N:14]([C:44]([CH2:43][Br:42])=[O:45])[CH2:15][CH2:16]2)[cH:10]1. The reactants are [Al+3], Cc1nc2c(C(=O)O)cc(N3CCOCC3)cc2n1Cc1cccc2ccccc12, [H-], [H-], [H-], [H-], [Li+], C1CCOC1. The product is Cc1nc2c(CO)cc(N3CCOCC3)cc2n1Cc1cccc2ccccc12. As a reaction SMILES: [Al+3:32].[CH3:1][c:2]1[n:3][c:4]2[c:5]([n:6]1[CH2:7][c:8]1[cH:9][cH:10][cH:11][c:12]3[cH:13][cH:14][cH:15][cH:16][c:17]13)[cH:18][c:19]([N:25]1[CH2:26][CH2:27][O:28][CH2:29][CH2:30]1)[cH:20][c:21]2[C:22](=[O:23])[OH:24].[H-:31].[H-:34].[H-:35].[H-:36].[Li+:33].[O:37]1[CH2:38][CH2:39][CH2:40][CH2:41]1>>[CH3:1][c:2]1[n:3][c:4]2[c:5]([n:6]1[CH2:7][c:8]1[cH:9][cH:10][cH:11][c:12]3[cH:13][cH:14][cH:15][cH:16][c:17]13)[cH:18][c:19]([N:25]1[CH2:26][CH2:27][O:28][CH2:29][CH2:30]1)[cH:20][c:21]2[CH2:22][OH:23]. Reactants: FC(C(COCC1=CC(=C(C=C1)F)Br)(C)C)F (1,1-difluoro-2,2-dimethyl-3-(3-bromo-4-fluorobenzyloxy)propane), C(C)(=O)NC1=CC=CC=C1 (acetanilide), cuprous chloride, C([O-])([O-])=O.[K+].[K+] (potassium carbonate), COCCOCCN(CCOCCOC)CCOCCOC (tri[2-(2-methoxyethoxy)ethyl]amine). The solvent is CN(C=O)C (N,N-dimethylformamide), petroleum ether, C(C)(=O)OCC (ethyl acetate). The product is FC(C(COCC1=CC(=C(C=C1)F)N(C(C)=O)C1=CC=CC=C1)(C)C)F (1,1-Difluoro-2,2-dimethyl-3-[3-(N-phenyl-N-acetylamino)-4-fluorobenzyloxy]propane). Isolated yield 38.6%. As a reaction SMILES: [F:1][CH:2]([F:17])[C:3]([CH3:16])([CH3:15])[CH2:4][O:5][CH2:6][C:7]1[CH:12]=[CH:11][C:10]([F:13])=[C:9](Br)[CH:8]=1.[C:18]([NH:21][C:22]1[CH:27]=[CH:26][CH:25]=[CH:24][CH:23]=1)(=[O:20])[CH3:19].C(=O)([O-])[O-].[K+].[K+].COCCOCCN(CCOCCOC)CCOCCOC>C(OCC)(=O)C.CN(C)C=O>[F:1][CH:2]([F:17])[C:3]([CH3:16])([CH3:15])[CH2:4][O:5][CH2:6][C:7]1[CH:12]=[CH:11][C:10]([F:13])=[C:9]([N:21]([C:22]2[CH:27]=[CH:26][CH:25]=[CH:24][CH:23]=2)[C:18](=[O:20])[CH3:19])[CH:8]=1 |f:2.3.4|. Procedure details: A mixture of 1,1-difluoro-2,2-dimethyl-3-(3-bromo-4-fluorobenzyloxy)propane (1.5 g), acetanilide (0.716 g), cuprous chloride (0.1 g); potassium carbonate (0.67 g), dry N,N-dimethylformamide (10 cm3) and tri[2-(2-methoxyethoxy)ethyl]amine (catalytic quantity) was heated at 158° C. for 4 days under an atmosphere of nitrogen; the mixture was then stood at the ambient temperature for 1 week. The combined organic extracts were washed with water and brine and dried over anhydrous magnesium sulphate. E...